From a dataset of the Open Reaction Database (ORD), a public repository of structured organic reaction records. describe an organic reaction: reactants, conditions, products, and yield Procedure: A mixture of 2-amino-5-bromobenzonitrile (10 g, 50 mmol), 3-chlorophenyl boronic acid (9.5 g, 60 mmol), tetrakis(triphenylphosphine)-palladium(0) (3.5 g, 3 mmol), and sodium carbonate (13 g, 120 mmol) in a mixture of DME and water (100 mL/25 mL) was degassed to remove the oxygen and then heated to 85° C. under a blanket of nitrogen for 5 hours. The reaction mixture was cooled to ambient temperature and quenched with a saturated aqueous ammonium chloride solution (80 mL). Ethyl acetate (200 mL) w... Reaction conditions: temperature 85 celsius. The yield is 70.0%. Reaction SMILES: [NH2:1][C:2]1[CH:9]=[CH:8][C:7](Br)=[CH:6][C:3]=1[C:4]#[N:5].[Cl:11][C:12]1[CH:13]=[C:14](B(O)O)[CH:15]=[CH:16][CH:17]=1.C(=O)([O-])[O-].[Na+].[Na+]>COCCOC.O.[Pd].C1(P(C2C=CC=CC=2)C2C=CC=CC=2)C=CC=CC=1.C1(P(C2C=CC=CC=2)C2C=CC=CC=2)C=CC=CC=1.C1(P(C2C=CC=CC=2)C2C=CC=CC=2)C=CC=CC=1.C1(P(C2C=CC=CC=2)C2C=CC=CC=2)C=CC=CC=1>[NH2:1][C:2]1[CH:9]=[CH:8][C:7]([C:16]2[CH:15]=[CH:14][CH:13]=[C:12]([Cl:11])[CH:17]=2)=[CH:6][C:3]=1[C:4]#[N:5] |f:2.3.4,7.8.9.10.11|. Product: NC1=C(C=C(C=C1)C1=CC(=CC=C1)Cl)C#N (4-amino-3′-chloro-biphenyl-3-carbonitrile). Run in COCCOC (DME), O (water). Reactants: NC1=C(C#N)C=C(C=C1)Br (2-amino-5-bromobenzonitrile), ClC=1C=C(C=CC1)B(O)O (3-chlorophenyl boronic acid), C([O-])([O-])=O.[Na+].[Na+] (sodium carbonate). Reagents/catalysts: [Pd].C1(=CC=CC=C1)P(C1=CC=CC=C1)C1=CC=CC=C1.C1(=CC=CC=C1)P(C1=CC=CC=C1)C1=CC=CC=C1.C1(=CC=CC=C1)P(C1=CC=CC=C1)C1=CC=CC=C1.C1(=CC=CC=C1)P(C1=CC=CC=C1)C1=CC=CC=C1 (tetrakis(triphenylphosphine)-palladium(0)). Starting materials: O=C([O-])[O-], CCOC(C)=N, Cl, Cl, [K+], [K+], O=P([O-])([O-])[O-], CC(O)C1C(=O)N2C(C(=O)O)=C(C3CCNC3)CC12. Yields the product CC(=N)N1CCC(C2=C(C(=O)O)N3C(=O)C(C(C)O)C3C2)C1. RXN SMILES: [C:20](=[O:21])([O-:22])[O-:23].[C:27]([CH3:28])([O:29][CH2:30][CH3:31])=[NH:32].[ClH:26].[ClH:33].[K+:24].[K+:25].[O-:34][P:35](=[O:36])([O-:37])[O-:38].[OH:1][CH:2]([CH3:3])[CH:4]1[CH:5]2[CH2:6][C:7]([CH:15]3[CH2:16][NH:17][CH2:18][CH2:19]3)=[C:8]([C:12](=[O:13])[OH:14])[N:9]2[C:10]1=[O:11]>>[OH:1][CH:2]([CH3:3])[CH:4]1[CH:5]2[CH2:6][C:7]([CH:15]3[CH2:16][N:17]([C:27]([CH3:28])=[NH:32])[CH2:18][CH2:19]3)=[C:8]([C:12](=[O:13])[OH:14])[N:9]2[C:10]1=[O:11]. Reactants: FCCN1CC2=C(C(C1)O)SC=C2 (5-(2-fluoroethyl)-4,5,6,7-tetrahydrothieno[3,2-c]pyridin-7-ol), ClC=1C=C(C=CC1Cl)F (3,4-dichloro-1-fluorobenzene). The product is Cl.ClC=1C=C(C=CC1Cl)OC1C2=C(CN(C1)CCF)C=CS2 (7-(3,4-Dichlorophenyloxy)-5-(2-fluoroethyl)-4,5,6,7-tetrahydrothieno[3,2-c]pyridine hydrochloride). RXN SMILES: [F:1][CH2:2][CH2:3][N:4]1[CH2:9][CH:8]([OH:10])[C:7]2[S:11][CH:12]=[CH:13][C:6]=2[CH2:5]1.[Cl:14][C:15]1[CH:16]=[C:17](F)[CH:18]=[CH:19][C:20]=1[Cl:21]>>[ClH:14].[Cl:14][C:15]1[CH:16]=[C:17]([O:10][CH:8]2[CH2:9][N:4]([CH2:3][CH2:2][F:1])[CH2:5][C:6]3[CH:13]=[CH:12][S:11][C:7]2=3)[CH:18]=[CH:19][C:20]=1[Cl:21] |f:2.3|. Reported procedure: The same method as in Reference Example 3 was conducted using 5-(2-fluoroethyl)-4,5,6,7-tetrahydrothieno[3,2-c]pyridin-7-ol (Reference Example 17) instead of 6-methyl-4,5,6,7-tetrahydrothieno[2,3-c]pyridin-4-ol (Reference Example 6) and was conducted using 3,4-dichloro-1-fluorobenzene instead of 1,3-difluorobenzene to give the objective compound.